From a dataset of the Open Reaction Database (ORD), a public repository of structured organic reaction records. describe an organic reaction: reactants, conditions, products, and yield The reactants are FC1=CC=C(C(=O)OCC)C=C1 (Ethyl 4-fluorobenzoate), C(C)(C)(C)S[Na] (tert-butylsulfanylsodium). Run in CN(C=O)C (N,N-dimethylformamide), CN(C=O)C (N,N-dimethylformamide). Run at temperature 80 celsius, time 20 hour. Product: C(C)(C)(C)SC1=CC=C(C(=O)O)C=C1 (4-(tert-butylthio)benzoic acid). Reaction SMILES: F[C:2]1[CH:12]=[CH:11][C:5]([C:6]([O:8]CC)=[O:7])=[CH:4][CH:3]=1.[C:13]([S:17][Na])([CH3:16])([CH3:15])[CH3:14]>CN(C)C=O>[C:13]([S:17][C:2]1[CH:3]=[CH:4][C:5]([C:6]([OH:8])=[O:7])=[CH:11][CH:12]=1)([CH3:16])([CH3:15])[CH3:14]. Procedure details: Ethyl 4-fluorobenzoate (1.5 g, 8.9 mmol) and tert-butylsulfanylsodium (2.0 g, 17.8 mmol) were combined in N,N-dimethylformamide (10 mL). The reaction mixture was heated to 80° C. for 2 hours. After this time, a precipitate formed and N,N-dimethylformamide (15 mL) was added and the reaction mixture was stirred for an additional 20 hours at 80° C. The reaction mixture was partitioned between ethyl acetate (100 mL) and water (100 mL). The aqueous layer was acidified with 4M hydrochloric acid, extra... The reactants are C[O-], Cc1ccccc1, COC=O, COC(=O)Cc1ccccc1COc1cccc(C(F)(F)F)n1, [Na+], O. Yields the product COC(=O)C(=CO)c1ccccc1COc1cccc(C(F)(F)F)n1. RXN SMILES: [CH3:1][O-:2].[CH3:32][c:33]1[cH:34][cH:35][cH:36][cH:37][cH:38]1.[CH:4](=[O:5])[O:6][CH3:7].[F:8][C:9]([c:10]1[cH:11][cH:12][cH:13][c:14]([O:16][CH2:17][c:18]2[c:19]([CH2:24][C:25](=[O:26])[O:27][CH3:28])[cH:20][cH:21][cH:22][cH:23]2)[n:15]1)([F:29])[F:30].[Na+:3].[OH2:31]>>[C:4](=[O:5])([O:6][CH3:7])[C:24]([c:19]1[c:18]([CH2:17][O:16][c:14]2[cH:13][cH:12][cH:11][c:10]([C:9]([F:8])([F:29])[F:30])[n:15]2)[cH:23][cH:22][cH:21][cH:20]1)=[CH:25][OH:26]. Starting materials: C(C)(C)(C)OC(C1=CC=C(C=C1)NC1CCN(CC1)C1=NC2=CC(=C(C=C2C(=N1)OC)OC)OC)=O (4-[1-(4,6,7-Trimethoxyquinazolin-2-yl)piperidin-4-ylamino]benzoic acid tert-butyl ester). Run in FC(C(=O)O)(F)F (trifluoroacetic acid). Conditions: temperature 25 celsius, time 12 hour. Yields the product COC1=NC(=NC2=CC(=C(C=C12)OC)OC)N1CCC(CC1)NC1=CC=C(C(=O)O)C=C1 (4-[1-(4,6,7-Trimethoxyquinazolin-2-yl)piperidin-4-ylamino]benzoic acid). Isolated yield 140.3%. RXN SMILES: C([O:5][C:6](=[O:36])[C:7]1[CH:12]=[CH:11][C:10]([NH:13][CH:14]2[CH2:19][CH2:18][N:17]([C:20]3[N:29]=[C:28]([O:30][CH3:31])[C:27]4[C:22](=[CH:23][C:24]([O:34][CH3:35])=[C:25]([O:32][CH3:33])[CH:26]=4)[N:21]=3)[CH2:16][CH2:15]2)=[CH:9][CH:8]=1)(C)(C)C>FC(F)(F)C(O)=O>[CH3:31][O:30][C:28]1[C:27]2[C:22](=[CH:23][C:24]([O:34][CH3:35])=[C:25]([O:32][CH3:33])[CH:26]=2)[N:21]=[C:20]([N:17]2[CH2:18][CH2:19][CH:14]([NH:13][C:10]3[CH:9]=[CH:8][C:7]([C:6]([OH:36])=[O:5])=[CH:12][CH:11]=3)[CH2:15][CH2:16]2)[N:29]=1. Procedure details: A solution of (14) (0.062 g, 0.13 mmol) in trifluoroacetic acid (3 mL) was capped with a drying tube and stirred at 25° C. for 12 h. The reaction mixture was evaporated to a light brown oily residue (0.08 g, quantitative yield); 1H NMR (DMSO) δ 7.68 (d, 2H, J=8.7), 7.25 (s, 1H), 7.23 (s, 1H), 6.66 (d, 2H, J=8.7), 4.54 (d, 2H, J=12.0), 4.15 (s, 3H), 3.91 (s, 3H), 3.85 (s, 3H), 3.73 (m, 1H), 3.45 (t, 2H, J=12.0), 2.10 (m, 2H), 1.53 (m, 2H): 13C NMR (DMSO) δ 167.5, 156.5, 151.4, 149.7, 148.9, 147.1... Starting materials: CN1C(=O)N(C=2N=CNC2C1=O)C (1,3-dimethylxanthine), ClCCCCP(OCC)(=O)OCC (diethyl 4-chlorobutanephosphonate), C([O-])([O-])=O.[K+].[K+] (potassium carbonate). The solvent is CN(C)C=O (DMF). Run at temperature 70 celsius. The product is CN1C(=O)N(C=2N=CN(C2C1=O)CCCCP(OCC)(OCC)=O)C (Diethyl [4-(1,3-dimethylxanthin-7-yl)butyl]phosphonate). As a reaction SMILES: [CH3:1][N:2]1[C:11](=[O:12])[C:10]2[NH:9][CH:8]=[N:7][C:6]=2[N:5]([CH3:13])[C:3]1=[O:4].Cl[CH2:15][CH2:16][CH2:17][CH2:18][P:19]([O:24][CH2:25][CH3:26])(=[O:23])[O:20][CH2:21][CH3:22].C(=O)([O-])[O-].[K+].[K+]>CN(C=O)C>[CH3:1][N:2]1[C:11](=[O:12])[C:10]2[N:9]([CH2:15][CH2:16][CH2:17][CH2:18][P:19](=[O:23])([O:24][CH2:25][CH3:26])[O:20][CH2:21][CH3:22])[CH:8]=[N:7][C:6]=2[N:5]([CH3:13])[C:3]1=[O:4] |f:2.3.4|. Procedure details: 10.9 g (0.05 mol) of 1,3-dimethylxanthine were suspended in 150 ml of DMF, treated with 13.7 g (0.06 mol) of diethyl 4-chlorobutanephosphonate and 7.0 g (0.05 mol) of activated potassium carbonate and heated at 70° C. for approximately 4 hours. The solid was then filtered off, the filtrate was concentrated under reduced pressure and the oily residue which remained was taken up in ethyl acetate, filtered again and crystallized from diisopropyl ether. Starting materials: Br, C=CC(=O)OC, CC(C)=O, O=N[O-], Cc1oc(-c2ccccc2)nc1CCOc1ccc(N)cn1, [Na+], O. Yields the product COC(=O)C(Br)Cc1ccc(OCCc2nc(-c3ccccc3)oc2C)nc1. RXN SMILES: [BrH:23].[C:28]([CH:29]=[CH2:30])(=[O:31])[O:32][CH3:33].[CH3:35][C:36](=[O:37])[CH3:38].[N:24]([O-:25])=[O:26].[NH2:1][c:2]1[cH:3][cH:4][c:5]([O:8][CH2:9][CH2:10][c:11]2[n:12][c:13](-[c:17]3[cH:18][cH:19][cH:20][cH:21][cH:22]3)[o:14][c:15]2[CH3:16])[n:6][cH:7]1.[Na+:27].[OH2:34]>>[c:2]1([CH2:30][CH:29]([Br:23])[C:28](=[O:31])[O:32][CH3:33])[cH:3][cH:4][c:5]([O:8][CH2:9][CH2:10][c:11]2[n:12][c:13](-[c:17]3[cH:18][cH:19][cH:20][cH:21][cH:22]3)[o:14][c:15]2[CH3:16])[n:6][cH:7]1. The reactants are ClC1=CC(=C(C=C1O)N1N=C(N(C1=O)C(F)F)C)F (1-(4-chloro-2-fluoro-5-hydroxyphenyl)-4-difluoromethyl-4,5-dihydro-3-methyl-1,2,4-triazol-5(1H)-one), [H-].[Na+] (sodium hydride), BrC(C(=O)OC)C (methyl 2-bromopropionate). The solvent is CN(C=O)C (N,N-dimethylformamide). Run at time 18 hour. Product: ClC1=C(OC(C(=O)OC)C)C=C(C(=C1)F)N1N=C(N(C1=O)C(F)F)C (methyl 2-[2-chloro-4-fluoro-5-(4-difluoromethyl-4,5-dihydro-3-methyl-5-oxo-1H-1,2,4-triazol-1-yl)phenoxy]propionate). Yield: 77.5%. As a reaction SMILES: [Cl:1][C:2]1[C:7]([OH:8])=[CH:6][C:5]([N:9]2[C:13](=[O:14])[N:12]([CH:15]([F:17])[F:16])[C:11]([CH3:18])=[N:10]2)=[C:4]([F:19])[CH:3]=1.[H-].[Na+].Br[CH:23]([CH3:28])[C:24]([O:26][CH3:27])=[O:25]>CN(C)C=O>[Cl:1][C:2]1[CH:3]=[C:4]([F:19])[C:5]([N:9]2[C:13](=[O:14])[N:12]([CH:15]([F:16])[F:17])[C:11]([CH3:18])=[N:10]2)=[CH:6][C:7]=1[O:8][CH:23]([CH3:28])[C:24]([O:26][CH3:27])=[O:25] |f:1.2|. Procedure: To a stirred mixture of 1.5 g (0.0051 mole) of 1-(4-chloro-2-fluoro-5-hydroxyphenyl)-4-difluoromethyl-4,5-dihydro-3-methyl-1,2,4-triazol-5(1H)-one and 0.12 g (0.0051 mole) of sodium hydride in 50 mL of N,N-dimethylformamide was added 0.85 g (0.0051 mole) of methyl 2-bromopropionate. After complete addition the reaction mixture was heated at reflux for two hours, then cooled to room temperature and stirred for approximately 18 hours. The solvent was removed by evaporation under reduced pressure l...